This data is from the Open Reaction Database (ORD), a public repository of structured organic reaction records. The task is: describe an organic reaction: reactants, conditions, products, and yield The reactants are BrC=1C(N(C=C(C1)Br)C)=O (3,5-Dibromo-1-methyl-1H-pyridin-2-one), CC1(C2=C(C(=CC=C2)P(C3=CC=CC=C3)C4=CC=CC=C4)OC5=C(C=CC=C51)P(C6=CC=CC=C6)C7=CC=CC=C7)C (Xantphos), NC1=CC=C(C=N1)C(C)(C)O (2-(6-Amino-pyridin-3-yl)-propan-2-ol), C(=O)([O-])[O-].[Cs+].[Cs+] (Cs2CO3). The reagents and catalysts are CC(=O)[O-].CC(=O)[O-].[Pd+2] (Pd(OAc)2). The solvent is O1CCOCC1 (Dioxane), CCOC(=O)C (EtOAc). Reaction conditions: temperature 120 celsius, time 6 hour. Yields the product BrC=1C=C(C(N(C1)C)=O)NC1=NC=C(C=C1)C(C)(C)O (5-Bromo-3-[5-(1-hydroxy-1-methyl-ethyl)-pyridin-2-ylamino]-1-methyl-1H-pyridin-2-one). The yield is 60.3%. Reaction SMILES: [NH2:1][C:2]1[N:7]=[CH:6][C:5]([C:8]([OH:11])([CH3:10])[CH3:9])=[CH:4][CH:3]=1.Br[C:13]1[C:14](=[O:21])[N:15]([CH3:20])[CH:16]=[C:17]([Br:19])[CH:18]=1.C([O-])([O-])=O.[Cs+].[Cs+].CC1(C)C2C(=C(P(C3C=CC=CC=3)C3C=CC=CC=3)C=CC=2)OC2C(P(C3C=CC=CC=3)C3C=CC=CC=3)=CC=CC1=2>O1CCOCC1.CCOC(C)=O.CC([O-])=O.CC([O-])=O.[Pd+2]>[Br:19][C:17]1[CH:18]=[C:13]([NH:1][C:2]2[CH:3]=[CH:4][C:5]([C:8]([OH:11])([CH3:9])[CH3:10])=[CH:6][N:7]=2)[C:14](=[O:21])[N:15]([CH3:20])[CH:16]=1 |f:2.3.4,8.9.10|. Reported procedure: In a flame-dried seal tube reaction vial, dissolve 2-(6-Amino-pyridin-3-yl)-propan-2-ol (530 mg, 3.484 mmol) in anhydrous Dioxane (13 mL). Then add 3,5-Dibromo-1-methyl-1H-pyridin-2-one (1.022 g, 3.83 mmol), Cs2CO3 (3.4 g, 10.45 mmol) and Xantphos (0.2 g, 0.3482 mmol). Bubble argon through for 15 min before adding Pd(OAc)2 (39 mg, 0.1742 mmol). The tube as sealed and heated to 120° C. Reaction was kept at that temperature for 6 hrs. Reaction was then diluted with EtOAc (10 mL) and filtered throu... Reactants: Cn1cc(-c2cnc3ccc(Br)cc3n2)cn1, O=C([O-])[O-], C1COCCO1, CC1(C)OB(c2cncc(NS(=O)(=O)c3ccccc3)c2)OC1(C)C, CCOCC, [K+], [K+], [Na+], [Na+], O=C([O-])[O-]. Yields the product Cn1cc(-c2cnc3ccc(-c4cncc(NS(=O)(=O)c5ccccc5)c4)cc3n2)cn1. Reaction SMILES: [Br:1][c:2]1[cH:3][cH:4][c:5]2[n:6][cH:7][c:8](-[c:12]3[cH:13][n:14][n:15]([CH3:17])[cH:16]3)[n:9][c:10]2[cH:11]1.[C:43](=[O:44])([O-:45])[O-:46].[CH2:55]1[O:56][CH2:57][CH2:58][O:59][CH2:60]1.[CH3:18][C:19]1([CH3:20])[C:21]([CH3:22])([CH3:23])[O:24][B:25]([c:26]2[cH:27][c:28]([NH:32][S:33](=[O:34])(=[O:35])[c:36]3[cH:37][cH:38][cH:39][cH:40][cH:41]3)[cH:29][n:30][cH:31]2)[O:42]1.[CH3:61][CH2:62][O:63][CH2:64][CH3:65].[K+:47].[K+:48].[Na+:49].[Na+:50].[O-:51][C:52](=[O:53])[O-:54]>>[c:2]1(-[c:26]2[cH:27][c:28]([NH:32][S:33](=[O:34])(=[O:35])[c:36]3[cH:37][cH:38][cH:39][cH:40][cH:41]3)[cH:29][n:30][cH:31]2)[cH:3][cH:4][c:5]2[n:6][cH:7][c:8](-[c:12]3[cH:13][n:14][n:15]([CH3:17])[cH:16]3)[n:9][c:10]2[cH:11]1. The reactants are CN(C)C=O, COC(=O)c1cc(Cl)ccn1, [N-]=[N+]=[N-], [Na+]. The product is COC(=O)c1cc(N)ccn1. RXN SMILES: [CH3:16][N:17]([CH3:18])[CH:19]=[O:20].[Cl:1][c:2]1[cH:3][c:4]([C:8](=[O:9])[O:10][CH3:11])[n:5][cH:6][cH:7]1.[N-:13]=[N+:14]=[N-:15].[Na+:12]>>[c:2]1([NH2:13])[cH:3][c:4]([C:8](=[O:9])[O:10][CH3:11])[n:5][cH:6][cH:7]1. Starting materials: COC(=O)CC(C)=O, CCCCCCl, [H-], [Na+]. Product: CCCCCC(C(C)=O)C(=O)OC. Reaction SMILES: [C:1]([CH2:2][C:3](=[O:4])[CH3:5])(=[O:6])[O:7][CH3:8].[Cl:9][CH2:10][CH2:11][CH2:12][CH2:13][CH3:14].[H-:15].[Na+:16]>>[C:1]([CH:2]([C:3](=[O:4])[CH3:5])[CH2:10][CH2:11][CH2:12][CH2:13][CH3:14])(=[O:6])[O:7][CH3:8]. Reactants: C1(CCCC1)N1C2=C(N(C(C(C1)(C)C)=O)C)C=NC(=N2)NC2=C(C=C(C(=O)O)C=C2)OC (4-(9-Cyclopentyl-5,7,7-trimethyl-6-oxo-6,7,8,9-tetrahydro-5H-pyrimido[4,5-b][1,4]diazepin-2-ylamino)-3-methoxybenzoic acid), C1(CCCC1)N1C2=C(N(C(C(C1)(C)C)=O)C)C=NC(=N2)NC2=C(C=C(C(=O)O)C=C2)OC (4-(9-Cyclopentyl-5,7,7-trimethyl-6-oxo-6,7,8,9-tetrahydro-5H-pyrimido[4,5-b][1,4]diazepin-2-ylamino)-3-methoxybenzoic acid), CCN(C(C)C)C(C)C (DIPEA), CN(C)C(=[N+](C)C)ON1C2=C(C=CC=C2)N=N1.[B-](F)(F)(F)F (TBTU), Cl.Cl.NC1CN2CCC1CC2 (3-aminoquinuclidine dihydrochloride). Run in CN(C)C=O (DMF). Reaction conditions: time 16 hour. The product is C1(CCCC1)N1C2=C(N(C(C(C1)(C)C)=O)C)C=NC(=N2)NC2=C(C=C(C(=O)NC1CN3CCC1CC3)C=C2)OC ((±)-4-(9-cyclopentyl-5,7,7-trimethyl-6-oxo-6,7,8,9-tetrahydro-5H-pyrimido[4,5-b][1,4]diazepin-2-ylamino)-3-methoxy-N-(quinuclidin-3-yl)benzamide). The yield is 31.8%. As a reaction SMILES: [CH:1]1([N:6]2[CH2:12][C:11]([CH3:14])([CH3:13])[C:10](=[O:15])[N:9]([CH3:16])[C:8]3[CH:17]=[N:18][C:19]([NH:21][C:22]4[CH:30]=[CH:29][C:25]([C:26](O)=[O:27])=[CH:24][C:23]=4[O:31][CH3:32])=[N:20][C:7]2=3)[CH2:5][CH2:4][CH2:3][CH2:2]1.CCN(C(C)C)C(C)C.CN(C(ON1N=NC2C=CC=CC1=2)=[N+](C)C)C.[B-](F)(F)(F)F.Cl.Cl.[NH2:66][CH:67]1[CH:72]2[CH2:73][CH2:74][N:69]([CH2:70][CH2:71]2)[CH2:68]1>CN(C=O)C>[CH:1]1([N:6]2[CH2:12][C:11]([CH3:13])([CH3:14])[C:10](=[O:15])[N:9]([CH3:16])[C:8]3[CH:17]=[N:18][C:19]([NH:21][C:22]4[CH:30]=[CH:29][C:25]([C:26]([NH:66][CH:67]5[CH:72]6[CH2:73][CH2:74][N:69]([CH2:70][CH2:71]6)[CH2:68]5)=[O:27])=[CH:24][C:23]=4[O:31][CH3:32])=[N:20][C:7]2=3)[CH2:5][CH2:4][CH2:3][CH2:2]1 |f:2.3,4.5.6|. Procedure: 4-(9-Cyclopentyl-5,7,7-trimethyl-6-oxo-6,7,8,9-tetrahydro-5H-pyrimido[4,5-b][1,4]diazepin-2-ylamino)-3-methoxybenzoic acid (Intermediate 6) (20 mg, 0.046 mmol, 1 eq), DIPEA (16 μl, 0.091 mmol, 2 eq) and TBTU (16 mg, 0.05 mmol, 1.1 eq) were added to 0.5 mL DMF and the resulting solution stirred at rt for 5 min before the addition of 3-aminoquinuclidine dihydrochloride (11 mg, 0.055 mmol, 1.1 eq). The RM was then stirred at rt for 16 hours before purifying by preparative RP-HPLC-MS (Preparative—1)...